Dataset: the Open Reaction Database (ORD), a public repository of structured organic reaction records. Task: describe an organic reaction: reactants, conditions, products, and yield Starting materials: resultant solution, C(C1=CC=CC=C1)ON=C(C(=O)OCC)C(CCl)=O (ethyl 2-benzyloxyimino-4-chloro-3-oxobutyrate), NC(=S)N (thiourea), C(C)(=O)[O-].[Na+] (sodium acetate), C([O-])(O)=O.[Na+] (sodium bicarbonate). Run in O (water), C(C)O (ethanol). Reaction conditions: time 2.5 hour. The product is NC=1SC=C(N1)C(C(=O)OCC)=NOCC1=CC=CC=C1 (ethyl 2-(2-aminothiazol-4-yl)-2-benzyloxyiminoacetate). Yield: 71.9%. RXN SMILES: [CH2:1]([O:8][N:9]=[C:10]([C:16](=O)[CH2:17]Cl)[C:11]([O:13][CH2:14][CH3:15])=[O:12])[C:2]1[CH:7]=[CH:6][CH:5]=[CH:4][CH:3]=1.[NH2:20][C:21]([NH2:23])=[S:22].C([O-])(=O)C.[Na+].C(=O)(O)[O-].[Na+]>O.C(O)C>[NH2:23][C:21]1[S:22][CH:17]=[C:16]([C:10](=[N:9][O:8][CH2:1][C:2]2[CH:7]=[CH:6][CH:5]=[CH:4][CH:3]=2)[C:11]([O:13][CH2:14][CH3:15])=[O:12])[N:20]=1 |f:2.3,4.5|. Reported procedure: A solution of ethyl 2-benzyloxyimino-4-chloro-3-oxobutyrate (syn isomer, 51.4 g.), thiourea (17.5 g.) and sodium acetate (31.3 g.) in a mixture of water (130 ml.) and ethanol (130 ml.) was stirred at 40° to 45° C. for 2.5 hours. The resultant solution was adjusted to pH 6.5 with aqueous sodium bicarbonate and the precipitates were collected by filtration and washed with diisopropyl ether to give ethyl 2-(2-aminothiazol-4-yl)-2-benzyloxyiminoacetate (syn isomer, 39.78 g.). Run at time 16 hour. Reaction SMILES: [CH3:1][C:2]1[NH:6][C:5]([C:7]2[CH:12]=[CH:11][CH:10]=[CH:9][CH:8]=2)=[N:4][C:3]=1[CH2:13][OH:14].[OH-].[Na+]>[N+]([O-])(O)=O.O>[CH3:1][C:2]1[NH:6][C:5]([C:7]2[CH:12]=[CH:11][CH:10]=[CH:9][CH:8]=2)=[N:4][C:3]=1[CH:13]=[O:14] |f:1.2|. Yields the product CC1=C(N=C(N1)C1=CC=CC=C1)C=O (5-Methyl-2-phenyl-4-imidazolecarboxaldehyde). Reported procedure: 5-Methyl-2-phenyl-4-imidazolemethanol (102.1 g) is dissolved in concentrated nitric acid (765 ml). The solution is cooled in an ice bath and allowed to stand for 16 hours. The solution is heated on a steam bath for 30 minutes, diluted with water (2.3 liters) and neutralized with 50% sodium hydroxide while cooling in an ice bath. The solid is collected, dried, recrystallized from ethanol (200 ml) and then from 1:2 ethanol:water (1000 ml) giving the title product, m.p. 102°-115° C. Reactants: CC1=C(N=C(N1)C1=CC=CC=C1)CO (5-Methyl-2-phenyl-4-imidazolemethanol), [OH-].[Na+] (sodium hydroxide). The solvent is [N+](=O)(O)[O-] (nitric acid), O (water). The reactants are CC(C)(C)OC(=O)N1CCNCC1, CC(C)(C)[O-], Cc1ccccc1, Clc1ccnc(Cl)c1, [Na+], CC(=O)[O-], CC(=O)[O-], O, [Pd+2]. The product is CC(C)(C)OC(=O)N1CCN(c2cc(Cl)ccn2)CC1. Reaction SMILES: [C:9](=[O:10])([O:11][C:12]([CH3:13])([CH3:14])[CH3:15])[N:16]1[CH2:17][CH2:18][NH:19][CH2:20][CH2:21]1.[CH3:22][C:23]([CH3:24])([O-:25])[CH3:26].[CH3:29][c:30]1[cH:31][cH:32][cH:33][cH:34][cH:35]1.[Cl:1][c:2]1[n:3][cH:4][cH:5][c:6]([Cl:8])[cH:7]1.[Na+:27].[O-:37][C:38]([CH3:39])=[O:40].[O-:41][C:42]([CH3:43])=[O:44].[OH2:28].[Pd+2:36]>>[c:2]1([N:19]2[CH2:18][CH2:17][N:16]([C:9](=[O:10])[O:11][C:12]([CH3:13])([CH3:14])[CH3:15])[CH2:21][CH2:20]2)[n:3][cH:4][cH:5][c:6]([Cl:8])[cH:7]1.